From a dataset of the Open Reaction Database (ORD), a public repository of structured organic reaction records. describe an organic reaction: reactants, conditions, products, and yield The reactants are Cl (HCl), CCN=C=NCCCN(C)C (EDCI), N1C=CC2=CC(=CC=C12)C(=O)O (Indole-5-carboxylic acid), Cl.ClC1=CC=C(C(=O)C2CCNCC2)C=C1 (4-(4-chlorobenzoyl) piperidine hydrochloride). The reagents and catalysts are CN(C)C=1C=CN=CC1 (DMAP). The solvent is C(C)N(CC)CC (triethylamine), ClCCl (dichloromethane). Reaction conditions: time 8 hour. Yields the product ClC1=CC=C(C(=O)C2CCN(CC2)C(=O)C=2C=C3C=CNC3=CC2)C=C1 ([4-(4-Chlorobenzoyl)-piperidin-1-yl]-(1H-indol-5-yl)-methanone). Reaction SMILES: [NH:1]1[C:9]2[C:4](=[CH:5][C:6]([C:10]([OH:12])=O)=[CH:7][CH:8]=2)[CH:3]=[CH:2]1.Cl.[Cl:14][C:15]1[CH:28]=[CH:27][C:18]([C:19]([CH:21]2[CH2:26][CH2:25][NH:24][CH2:23][CH2:22]2)=[O:20])=[CH:17][CH:16]=1.Cl.CCN=C=NCCCN(C)C>ClCCl.CN(C1C=CN=CC=1)C.C(N(CC)CC)C>[Cl:14][C:15]1[CH:16]=[CH:17][C:18]([C:19]([CH:21]2[CH2:26][CH2:25][N:24]([C:10]([C:6]3[CH:5]=[C:4]4[C:9](=[CH:8][CH:7]=3)[NH:1][CH:2]=[CH:3]4)=[O:12])[CH2:23][CH2:22]2)=[O:20])=[CH:27][CH:28]=1 |f:1.2|. Reported procedure: Indole-5-carboxylic acid (18 mg, 0.11 mmole) and 4-(4-chlorobenzoyl) piperidine hydrochloride (26 mg, 0.1 mmole) were dissolved in 5 ml dichloromethane. To this solution was added triethylamine (1 eq. to neutralize the HCl salt) catalytic DMAP and EDCI (33 mg, 0.11 mmole). The reaction mxture was stirred at room temperature overnight and then worked up by washing sequentially with 1N HCl, saturated sodium bicarbonate, and saturated sodium chloride. The compound was then purified by flash chromat... Reactants: FC(COC1=CC=C(C=N1)C(C)N)(F)F (1-[6-(2,2,2-trifluoroethoxy)pyridin-3-yl]ethanamine), ClC1=NC=C(C#N)C=C1 (6-chloronicotinonitrile), FC(CO)F (2,2-difluoroethanol). Yields the product FCCOC1=CC=C(C=N1)C(C)N (1-[6-(2-fluoroethoxy)pyridin-3-yl]ethanamine). As a reaction SMILES: [F:1][C:2](F)(F)[CH2:3][O:4][C:5]1[N:10]=[CH:9][C:8]([CH:11]([NH2:13])[CH3:12])=[CH:7][CH:6]=1.ClC1C=CC(C#N)=CN=1.FC(F)CO>>[F:1][CH2:2][CH2:3][O:4][C:5]1[N:10]=[CH:9][C:8]([CH:11]([NH2:13])[CH3:12])=[CH:7][CH:6]=1. Procedure: The title compound was synthesised according to the 2-step procedure described for the synthesis of 1-[6-(2,2,2-trifluoroethoxy)pyridin-3-yl]ethanamine starting from 6-chloronicotinonitrile and 2,2-difluoroethanol. Run in O (water), O (water), O.C(C)#N (Water Acetonitrile), C(C)#N (acetonitrile). Reagents/catalysts: O.O.O.O.O.O.O.S(=O)(=O)([O-])[O-].[Fe+2] (Iron(II) sulfate heptahydrate), S(=O)(=O)([O-])[O-].[Fe+2] (Iron Sulfate). The product is COC1=NC(=NC(=N1)OC)C(=O)C1=C(C(=CC=C1)F)NS(=O)(=O)C(F)F (N-{2-[(4,6-dimethoxy-1,3,5-triazin-2-yl)carbonyl]-6-fluorophenyl}-1,1-difluoromethanesulfonamide). Reactants: N1=C(C=CC=C1)C(=O)O (pyridine-2-carboxylic acid), C(O)([O-])=O.[K+] (potassium hydrogencarbonate), S(=O)([O-])[O-].[Na+].[Na+] (sodium sulfite), C(O)([O-])=O.[K+] (potassium hydrogencarbonate), OO (Hydrogen Peroxide), FC(S(=O)(=O)N1C(=C(C2=CC=CC(=C12)F)C1=NC(=NC(=N1)OC)OC)O)F (1-[(Difluoromethyl)sulfonyl]-3-(4,6-dimethoxy-1,3,5-triazin-2-yl)-7-fluoro-1H-indol-2-ol), OO (Hydrogen peroxide). As a reaction SMILES: OO.[F:3][CH:4]([F:29])[S:5]([N:8]1[C:16]2[C:11](=[CH:12][CH:13]=[CH:14][C:15]=2[F:17])[C:10]([C:18]2[N:23]=[C:22]([O:24][CH3:25])[N:21]=[C:20]([O:26][CH3:27])[N:19]=2)=C1O)(=[O:7])=[O:6].C(=O)([O-])[OH:31].[K+].N1C=CC=CC=1C(O)=O.S([O-])([O-])=O.[Na+].[Na+]>O.C(#N)C.C(#N)C.O.S([O-])([O-])(=O)=O.[Fe+2].O.O.O.O.O.O.O.S([O-])([O-])(=O)=O.[Fe+2]>[CH3:27][O:26][C:20]1[N:21]=[C:22]([O:24][CH3:25])[N:23]=[C:18]([C:10]([C:11]2[CH:12]=[CH:13][CH:14]=[C:15]([F:17])[C:16]=2[NH:8][S:5]([CH:4]([F:29])[F:3])(=[O:7])=[O:6])=[O:31])[N:19]=1 |f:2.3,5.6.7,8.9,12.13,14.15.16.17.18.19.20.21.22|. Procedure details: Variant A (Oxidation with Hydrogen Peroxide and Iron Sulfate in Water/Acetonitrile): 1-[(Difluoromethyl)sulfonyl]-3-(4,6-dimethoxy-1,3,5-triazin-2-yl)-7-fluoro-1H-indol-2-ol (100 g) is initially charged in 330 ml of acetonitrile and the suspension is heated to 35° C. A solution of potassium hydrogencarbonate (25.4 g) in 145 ml of water is added dropwise within 45 min. Iron(II) sulfate heptahydrate (395 mg) and pyridine-2-carboxylic acid (175 mg) are premixed in 1 ml of water and added to the mix... Run at temperature 35 celsius, time 170 minute. Reactants: CC(C)(C)OC(=O)N1CC2CN(c3cncc(C(=O)O)c3)CC2C1, NCCc1ccccc1F. The product is CC(C)(C)OC(=O)N1CC2CN(c3cncc(C(=O)NCCc4ccccc4F)c3)CC2C1. Reaction SMILES: [C:1]([CH3:2])([CH3:3])([CH3:4])[O:5][C:6](=[O:7])[N:8]1[CH2:9][CH:10]2[CH:11]([CH2:12]1)[CH2:13][N:14]([c:16]1[cH:17][n:18][cH:19][c:20]([C:21](=[O:22])[OH:23])[cH:24]1)[CH2:15]2.[F:25][c:26]1[c:27]([CH2:32][CH2:33][NH2:34])[cH:28][cH:29][cH:30][cH:31]1>>[C:1]([CH3:2])([CH3:3])([CH3:4])[O:5][C:6](=[O:7])[N:8]1[CH2:9][CH:10]2[CH:11]([CH2:12]1)[CH2:13][N:14]([c:16]1[cH:17][n:18][cH:19][c:20]([C:21](=[O:23])[NH:34][CH2:33][CH2:32][c:27]3[c:26]([F:25])[cH:31][cH:30][cH:29][cH:28]3)[cH:24]1)[CH2:15]2. Procedure: of N,N-dimethyl-3-(4-chlorophenyl)propionamide with diborane provided 16.88 g. of N,N-dimethyl-3-(4-chlorophenyl)propylamine. B.P. 147-148 at 30 torr. A solution of 5.71 g. of the free amine in 150 ml. of diethyl ether was stirred at room temperature while 3.0 g. of n-pentyl bromide was added in one portion. The reaction mixture then was stirred at room temperature for twelve hours, during which time a white precipitate formed. The precipitate was collected by filtration and recrystallized from ... Starting materials: CN(C)CCCC1=CC=C(C=C1)Cl (N,N-dimethyl-3-(4-chlorophenyl)propylamine), amine, C(CCCC)Br (n-pentyl bromide). As a reaction SMILES: [CH3:1][N:2]([CH2:4][CH2:5][CH2:6][C:7]1[CH:12]=[CH:11][C:10]([Cl:13])=[CH:9][CH:8]=1)[CH3:3].[CH2:14]([Br:19])[CH2:15][CH2:16][CH2:17][CH3:18]>C(OCC)C>[Br-:19].[CH3:1][N+:2]([CH2:4][CH2:5][CH2:6][C:7]1[CH:8]=[CH:9][C:10]([Cl:13])=[CH:11][CH:12]=1)([CH3:3])[CH2:14][CH2:15][CH2:16][CH2:17][CH3:18] |f:3.4|. The product is [Br-].C[N+](CCCCC)(C)CCCC1=CC=C(C=C1)Cl (N,N-dimethyl-N-n-pentyl-3-(4-chlorophenyl)propylammonium bromide). The solvent is C(C)OCC (diethyl ether). Reactants: Cl.CN(CCCN=C=NCC)C (1-(3-Dimethylaminopropyl)-3-ethylcarbodiimide hydrochloride), NC=1C(N(C(N(C1N)CC(C)C)=O)C)=O (5,6-diamino-1-isobutyl-3-methyl-1H-pyrimidine-2,4-dione), ClC1=NC=C(C2=CC(=C(C=C12)OC)OC)CC(=O)O ((1-chloro-6,7-dimethoxy-isoquinolin-4-yl)-acetic acid), ON1N=NC2=C1C=CC=C2 (1-hydroxybenzotriazole). The solvent is C(Cl)Cl (CH2Cl2), O (Water). Run at time 18 hour. Yields the product Cl.ClC1=NC=C(C2=CC(=C(C=C12)OC)OC)CC1=NC=2N(C(N(C(C2N1)=O)C)=O)CC(C)C (8(1-chloro-6,7-dimethoxy-isoquinolin-4-ylmethyl)-3-isobutyl-1-methyl-3,7-dihydro-purine-2,6-dione hydrochloride). As a reaction SMILES: Cl.CN(C)CCCN=C=NCC.[NH2:13][C:14]1[C:15](=[O:27])[N:16]([CH3:26])[C:17](=[O:25])[N:18]([CH2:21][CH:22]([CH3:24])[CH3:23])[C:19]=1[NH2:20].[Cl:28][C:29]1[C:38]2[C:33](=[CH:34][C:35]([O:41][CH3:42])=[C:36]([O:39][CH3:40])[CH:37]=2)[C:32]([CH2:43][C:44](O)=O)=[CH:31][N:30]=1.ON1C2C=CC=CC=2N=N1>C(Cl)Cl.O>[ClH:28].[Cl:28][C:29]1[C:38]2[C:33](=[CH:34][C:35]([O:41][CH3:42])=[C:36]([O:39][CH3:40])[CH:37]=2)[C:32]([CH2:43][C:44]2[NH:13][C:14]3[C:15](=[O:27])[N:16]([CH3:26])[C:17](=[O:25])[N:18]([CH2:21][CH:22]([CH3:23])[CH3:24])[C:19]=3[N:20]=2)=[CH:31][N:30]=1 |f:0.1,7.8|. Procedure: 1-(3-Dimethylaminopropyl)-3-ethylcarbodiimide hydrochloride (5.6M aqueous solution, 0.33 ml, 1.85 mmol) is added to a suspension of 5,6-diamino-1-isobutyl-3-methyl-1H-pyrimidine-2,4-dione (0.327 g, 1.54 mmol), (1-chloro-6,7-dimethoxy-isoquinolin-4-yl)-acetic acid (0.414 g, 1.54 mmol) and 1-hydroxybenzotriazole (0.251 g, 1.85 mmol) in CH2Cl2 (2 ml). Water (2 ml) is added, the biphasic mixture is shaken for 18 hours and the the resultant solid is collected by filtration. This intermediate is suspe... Starting materials: CSC1=CC=C(C=C1)CCOCCO (2-[2-(4-methylthiophenyl)ethoxy]ethanol), CS(=O)(=O)Cl (methanesulfonyl chloride). Product: CS(=O)(=O)OCCOCCC1=CC=C(C=C1)SC (2-[2-(4-methylthiophenyl)ethoxy]ethyl methanesulfonate). The yield is 90.0%. As a reaction SMILES: [CH3:1][S:2][C:3]1[CH:8]=[CH:7][C:6]([CH2:9][CH2:10][O:11][CH2:12][CH2:13][OH:14])=[CH:5][CH:4]=1.[CH3:15][S:16](Cl)(=[O:18])=[O:17]>>[CH3:15][S:16]([O:14][CH2:13][CH2:12][O:11][CH2:10][CH2:9][C:6]1[CH:5]=[CH:4][C:3]([S:2][CH3:1])=[CH:8][CH:7]=1)(=[O:18])=[O:17]. Procedure details: The 2-[2-(4-methylthiophenyl)ethoxy]ethanol obtained according to the preceding paragraph was sulfonylated with methanesulfonyl chloride in a manner analogous to that described in Example 1(c) to give 2.41 g (90%) of 2-[2-(4-methylthiophenyl)ethoxy]ethyl methanesulfonate in the form of an oil which was homogeneous according to chromatography. Reactants: ClC1=C2C=CC=NC2=C(C(=C1)C(C)=O)N1CCC(CC1)OC1=CC=CC=C1 (1-[5-chloro-8-(4-phenoxypiperidin-1-yl)quinolin-7-yl]ethanone), C(C)(=O)[O-].[NH4+] (ammonium acetate), C(#N)[BH3-].[Na+] (sodium cyanoborohydride), O1CCCC1 (tetrahydrofuran). Run in CO (methanol), C(C)#N (acetonitrile). Reaction conditions: temperature 65 celsius. Product: ClC1=C2C=CC=NC2=C(C(=C1)C(C)N)N1CCC(CC1)OC1=CC=CC=C1 (1-[5-Chloro-8-(4-phenoxypiperidin-1-yl)quinolin-7-yl]ethanamine). RXN SMILES: [Cl:1][C:2]1[CH:11]=[C:10]([C:12](=O)[CH3:13])[C:9]([N:15]2[CH2:20][CH2:19][CH:18]([O:21][C:22]3[CH:27]=[CH:26][CH:25]=[CH:24][CH:23]=3)[CH2:17][CH2:16]2)=[C:8]2[C:3]=1[CH:4]=[CH:5][CH:6]=[N:7]2.C([O-])(=O)C.[NH4+].C([BH3-])#[N:34].[Na+].O1CCCC1>CO.C(#N)C>[Cl:1][C:2]1[CH:11]=[C:10]([CH:12]([NH2:34])[CH3:13])[C:9]([N:15]2[CH2:20][CH2:19][CH:18]([O:21][C:22]3[CH:27]=[CH:26][CH:25]=[CH:24][CH:23]=3)[CH2:17][CH2:16]2)=[C:8]2[C:3]=1[CH:4]=[CH:5][CH:6]=[N:7]2 |f:1.2,3.4|. Procedure details: A mixture of 1-[5-chloro-8-(4-phenoxypiperidin-1-yl)quinolin-7-yl]ethanone (0.0236 g, 0.0620 mmol) and ammonium acetate (0.0478 g, 0.620 mmol) in methanol (0.3 mL) and acetonitrile (0.3 mL) was heated at 65° C. in a sealed tube for 1 hour. After cooling to room temperature, to the resulting mixture was added 1.0 M sodium cyanoborohydride in tetrahydrofuran (0.15 mL, 0.15 mmol). The reaction was heated at 65° C. overnight. The mixture was cooled to room temperature, quenched with sat. NaHCO3 solu... Starting materials: O=C([O-])O, CCCC[NH3+], CCCC[NH3+], ClCCl, O=S(=O)(Cl)OCCl, [K+], [Na+], O, CC(C)(C)OP(=O)([O-])OC(C)(C)C, O=S(=O)([O-])[O-]. As a reaction SMILES: [C:15](=[O:16])([OH:17])[O-:18].[CH2:25]([NH3+:26])[CH2:27][CH2:28][CH3:29].[CH2:30]([NH3+:31])[CH2:32][CH2:33][CH3:34].[CH2:42]([Cl:43])[Cl:44].[Cl:35][CH2:36][O:37][S:38]([Cl:39])(=[O:40])=[O:41].[K+:14].[Na+:19].[OH2:45].[P:1](=[O:2])([O:3][C:4]([CH3:5])([CH3:6])[CH3:7])([O:8][C:9]([CH3:10])([CH3:11])[CH3:12])[O-:13].[S:20]([O-:21])([O-:22])(=[O:23])=[O:24]>>[P:1](=[O:2])([O:3][C:4]([CH3:5])([CH3:6])[CH3:7])([O:8][C:9]([CH3:10])([CH3:11])[CH3:12])[O:13][CH2:36][Cl:35]. The product is CC(C)(C)OP(=O)(OCCl)OC(C)(C)C. Starting materials: COC(=O)Cc1cccc(OC)c1, ClC(Cl)(Cl)Cl, O=C1CCC(=O)N1Br. Product: COC(=O)C(Br)c1cccc(OC)c1. As a reaction SMILES: [CH3:1][O:2][C:3]([CH2:4][c:5]1[cH:6][c:7]([O:11][CH3:12])[cH:8][cH:9][cH:10]1)=[O:13].[Cl:22][C:23]([Cl:24])([Cl:25])[Cl:26].[O:14]=[C:15]1[N:16]([Br:21])[C:17](=[O:18])[CH2:19][CH2:20]1>>[CH3:1][O:2][C:3]([CH:4]([c:5]1[cH:6][c:7]([O:11][CH3:12])[cH:8][cH:9][cH:10]1)[Br:21])=[O:13].